From a dataset of the Open Reaction Database (ORD), a public repository of structured organic reaction records. describe an organic reaction: reactants, conditions, products, and yield Starting materials: BrC=1C=CC(=NC1)C(C)O (1-(5-bromopyridin-2-yl)ethanol), OB(C=1C=C(C(=O)O)C=C(C1)NC1=NC=CC(=N1)C(F)(F)F)O (3-(dihydroxyboranyl)-5-{[4-(trifluoromethyl)pyrimidin-2-yl]amino}benzoic acid), C([O-])([O-])=O.[Na+].[Na+] (sodium carbonate). The reagents and catalysts are C1=CC=C(C=C1)P([C-]2C=CC=C2)C3=CC=CC=C3.C1=CC=C(C=C1)P([C-]2C=CC=C2)C3=CC=CC=C3.Cl[Pd]Cl.[Fe+2] (PdCl2(dppf)). The solvent is CN(C)C=O (DMF). Product: OC(C)C1=CC=C(C=N1)C=1C=C(C(=O)O)C=C(C1)NC1=NC=CC(=N1)C(F)(F)F (3-[6-(1-hydroxyethyl)pyridin-3-yl]-5-{[4-(trifluoromethyl)pyrimidin-2-yl]amino}benzoic acid). Yield: 72.2%. RXN SMILES: Br[C:2]1[CH:3]=[CH:4][C:5]([CH:8]([OH:10])[CH3:9])=[N:6][CH:7]=1.OB(O)[C:13]1[CH:14]=[C:15]([CH:19]=[C:20]([NH:22][C:23]2[N:28]=[C:27]([C:29]([F:32])([F:31])[F:30])[CH:26]=[CH:25][N:24]=2)[CH:21]=1)[C:16]([OH:18])=[O:17].C(=O)([O-])[O-].[Na+].[Na+]>C1C=CC(P(C2C=CC=CC=2)[C-]2C=CC=C2)=CC=1.C1C=CC(P(C2C=CC=CC=2)[C-]2C=CC=C2)=CC=1.Cl[Pd]Cl.[Fe+2].CN(C=O)C>[OH:10][CH:8]([C:5]1[N:6]=[CH:7][C:2]([C:13]2[CH:14]=[C:15]([CH:19]=[C:20]([NH:22][C:23]3[N:28]=[C:27]([C:29]([F:32])([F:31])[F:30])[CH:26]=[CH:25][N:24]=3)[CH:21]=2)[C:16]([OH:18])=[O:17])=[CH:3][CH:4]=1)[CH3:9] |f:2.3.4,5.6.7.8|. Procedure details: A mixture of 1-(5-bromopyridin-2-yl)ethanol (40.3 mg, 0.199 mmol), 3-(dihydroxyboranyl)-5-{[4-(trifluoromethyl)pyrimidin-2-yl]amino}benzoic acid (31.8 mg, 0.072 mmol), PdCl2(dppf) (11.9 mg, 0.016 mmol), sodium carbonate (2 M, 0.15 mL, 0.300 mmol) and DMF (2 mL) was flushed and purged with Ar(g) (3×) and irradiated in a microwave reactor for 15 minutes at 120° C. The mixture was filtered and was directly purified by reverse phase HPLC to afford 3-[6-(1-hydroxyethyl)pyridin-3-yl]-5-{[4-(trifluorom... Starting materials: CCOC=CC(=O)Cl, Nc1ccccc1F, c1ccncc1. Product: CCOC=CC(=O)Nc1ccccc1F. RXN SMILES: [CH2:9]([CH3:10])[O:11][CH:12]=[CH:13][C:14](=[O:15])[Cl:16].[NH2:1][c:2]1[cH:3][cH:4][cH:5][cH:6][c:7]1[F:8].[cH:17]1[cH:18][cH:19][n:20][cH:21][cH:22]1>>[NH:1]([c:2]1[cH:3][cH:4][cH:5][cH:6][c:7]1[F:8])[C:14]([CH:13]=[CH:12][O:11][CH2:9][CH3:10])=[O:15]. Procedure details: To a solution of 6,7-bis(palmitoyloxy)-4-thiaheptanoic acid as obtained in Reference Example 4 (200 mg) and glycine t-butyl ester hydrochloride (60 mg) in dimethylformamide (3 ml), triethylamine (0.099 ml) and diethyl cyanophosphate (72 ml) were added, followed by stirring at room temperature for 17 hours. After addition of water, the reaction mixture was extracted with chloroform. The extract was washed with a 5% aqueous solution of citric acid, a saturated aqueous solution of sodium. hydrogen ... Reaction conditions: time 17 hour. Reaction SMILES: [C:1]([O:18][CH:19]([CH2:27][O:28][C:29](=[O:45])[CH2:30][CH2:31][CH2:32][CH2:33][CH2:34][CH2:35][CH2:36][CH2:37][CH2:38][CH2:39][CH2:40][CH2:41][CH2:42][CH2:43][CH3:44])[CH2:20][S:21][CH2:22][CH2:23][C:24]([OH:26])=O)(=[O:17])[CH2:2][CH2:3][CH2:4][CH2:5][CH2:6][CH2:7][CH2:8][CH2:9][CH2:10][CH2:11][CH2:12][CH2:13][CH2:14][CH2:15][CH3:16].Cl.[C:47]([O:51][C:52](=[O:55])[CH2:53][NH2:54])([CH3:50])([CH3:49])[CH3:48].O>CN(C)C=O.C(N(CC)CC)C.P(C#N)(OCC)(OCC)=O>[C:47]([O:51][C:52](=[O:55])[CH2:53][NH:54][C:24](=[O:26])[CH2:23][CH2:22][S:21][CH2:20][CH:19]([O:18][C:1](=[O:17])[CH2:2][CH2:3][CH2:4][CH2:5][CH2:6][CH2:7][CH2:8][CH2:9][CH2:10][CH2:11][CH2:12][CH2:13][CH2:14][CH2:15][CH3:16])[CH2:27][O:28][C:29](=[O:45])[CH2:30][CH2:31][CH2:32][CH2:33][CH2:34][CH2:35][CH2:36][CH2:37][CH2:38][CH2:39][CH2:40][CH2:41][CH2:42][CH2:43][CH3:44])([CH3:50])([CH3:49])[CH3:48] |f:1.2|. The product is C(C)(C)(C)OC(CNC(CCSCC(COC(CCCCCCCCCCCCCCC)=O)OC(CCCCCCCCCCCCCCC)=O)=O)=O ((6,7,bis(palmitoyloxy)-4-thiaheptanoyl)glycine t-butyl ester). Isolated yield 90.0%. Reactants: C(CCCCCCCCCCCCCCC)(=O)OC(CSCCC(=O)O)COC(CCCCCCCCCCCCCCC)=O (6,7-bis(palmitoyloxy)-4-thiaheptanoic acid), O (water), Example 4, Cl.C(C)(C)(C)OC(CN)=O (glycine t-butyl ester hydrochloride). Run in CN(C=O)C (dimethylformamide), P(=O)(OCC)(OCC)C#N (diethyl cyanophosphate), C(C)N(CC)CC (triethylamine). Reactants: CS(C)=O, C[S+](C)(C)=O, [H-], [I-], [Na+], CC(=O)CCN1CCN(C(=O)OC(C)(C)C)CC1, O. The product is CC(C)(C)OC(=O)N1CCN(CCC2(C)CO2)CC1. As a reaction SMILES: [CH3:28][S:29]([CH3:30])=[O:31].[CH3:2][S+:3]([CH3:4])([CH3:5])=[O:6].[H-:7].[I-:1].[Na+:8].[O:9]=[C:10]([CH2:11][CH2:12][N:13]1[CH2:14][CH2:15][N:16]([C:19](=[O:20])[O:21][C:22]([CH3:23])([CH3:24])[CH3:25])[CH2:17][CH2:18]1)[CH3:26].[OH2:27]>>[CH2:2]1[O:9][C:10]1([CH2:11][CH2:12][N:13]1[CH2:14][CH2:15][N:16]([C:19](=[O:20])[O:21][C:22]([CH3:23])([CH3:24])[CH3:25])[CH2:17][CH2:18]1)[CH3:26]. Starting materials: II (iodine), CC(CCC1=CC=CC=C1)CCO (Phenoxanol), C1(=CC=CC=C1)P(C1=CC=CC=C1)C1=CC=CC=C1 (Triphenylphosphine), N1=CC=CC=C1 (pyridine), Cl (HCl). Run in ClCCl (dichloromethane). Yields the product ICCC(CCC1=CC=CC=C1)C ((5-Iodo-3-methyl-pentyl)-benzene). Yield: 210.7%. Reaction SMILES: [CH3:1][CH:2]([CH2:11][CH2:12]O)[CH2:3][CH2:4][C:5]1[CH:10]=[CH:9][CH:8]=[CH:7][CH:6]=1.C1(P(C2C=CC=CC=2)C2C=CC=CC=2)C=CC=CC=1.N1C=CC=CC=1.[I:39]I.Cl>ClCCl>[I:39][CH2:12][CH2:11][CH:2]([CH3:1])[CH2:3][CH2:4][C:5]1[CH:10]=[CH:9][CH:8]=[CH:7][CH:6]=1. Procedure details: 5 g (28 mmol) Phenoxanol (3-Methyl-5-phenyl-pentan-1-ol) is dissolved in 200 ml dichloromethane under nitrogen and stirring. Triphenylphosphine (8.8 g, 34 mmol) and 4.2 g (53 mmol) pyridine are added at 25° C. After cooling to 0° C. iodine (8.5 g, 34 mmol) is added. After 2 h stirring at 0° C. the reaction mixture is poured on ice-cooled 1 N HCl and extracted with dichloromethane. The combined organic phases are washed with 10% Na2S2O3, sat. NaHCO3 and sat. NaCl. Drying over MgSO4 and evaporatio... Starting materials: CC(C)(C)C(=O)NC1=NC=2CCC(CC2C(=N1)NC(=O)C(C)(C)C)=O (2,4-di[(1,1-dimethylethyl)carbonylamino]-5,6,7,8-tetrahydro-6-quinazolinone), ClC=1C=C(C=C(C1)Cl)ON (O-(3,5-dichlorophenyl)hydroxylamine). The solvent is C(C)O (ethanol), C(C)O (ethanol). Product: CC(C)(C)C(=O)NC1=NC=2CCC(CC2C(=N1)NC(=O)C(C)(C)C)=NOC1=CC(=CC(=C1)Cl)Cl (2,4-di[(1,1-dimethylethyl)carbonylamino]-6-(3,5-dichlorophenoxyimino)-5,6,7,8-tetrahydroquinazoline). RXN SMILES: [CH3:1][C:2]([C:5]([NH:7][C:8]1[N:17]=[C:16]([NH:18][C:19]([C:21]([CH3:24])([CH3:23])[CH3:22])=[O:20])[C:15]2[CH2:14][C:13](=O)[CH2:12][CH2:11][C:10]=2[N:9]=1)=[O:6])([CH3:4])[CH3:3].[Cl:26][C:27]1[CH:28]=[C:29]([O:34][NH2:35])[CH:30]=[C:31]([Cl:33])[CH:32]=1>C(O)C>[CH3:4][C:2]([C:5]([NH:7][C:8]1[N:17]=[C:16]([NH:18][C:19]([C:21]([CH3:24])([CH3:23])[CH3:22])=[O:20])[C:15]2[CH2:14][C:13](=[N:35][O:34][C:29]3[CH:28]=[C:27]([Cl:26])[CH:32]=[C:31]([Cl:33])[CH:30]=3)[CH2:12][CH2:11][C:10]=2[N:9]=1)=[O:6])([CH3:1])[CH3:3]. Procedure: A solution of 3.5 grams (0.010 mole) of 2,4-di[(1,1-dimethylethyl)carbonylamino]-5,6,7,8-tetrahydro-6-quinazolinone (prepared in Step C of this Example) in 30 mL of ethanol is stirred, and a solution of 2.1 grams (0.012 mole) of O-(3,5-dichlorophenyl)hydroxylamine in 15 mL of ethanol is added dropwise. Upon completion of addition, the reaction mixture is heated to reflux, where it is stirred for about four hours. After this time the reaction mixture is cooled and concentrated under reduced press... The reactants are C(C)NC(=O)NC1=CC=C(C=C1)C=1N=C(C2=C(N1)CNCC2)N2[C@H](COCC2)C ((S)-1-ethyl-3-(4-(4-(3-methylmorpholino)-5,6,7,8-tetrahydropyrido[3,4-d]pyrimidin-2-yl)phenyl)urea), CC1=CC(=NC=N1)Cl (6-methyl-4-chloropyrimidin). Yields the product C(C)NC(=O)NC1=CC=C(C=C1)C=1N=C(C2=C(N1)CN(CC2)C2=NC=NC(=C2)C)N2[C@H](COCC2)C ((S)-1-ethyl-3-(4-(4-(3-methylmorpholino)-7-(6-methylpyrimidin-4-yl)-5,6,7,8-tetrahydropyrido[3,4-d]pyrimidin-2-yl)phenyl)urea). Reaction SMILES: [CH2:1]([NH:3][C:4]([NH:6][C:7]1[CH:12]=[CH:11][C:10]([C:13]2[N:14]=[C:15]([N:23]3[CH2:28][CH2:27][O:26][CH2:25][C@@H:24]3[CH3:29])[C:16]3[CH2:22][CH2:21][NH:20][CH2:19][C:17]=3[N:18]=2)=[CH:9][CH:8]=1)=[O:5])[CH3:2].[CH3:30][C:31]1[N:36]=[CH:35][N:34]=[C:33](Cl)[CH:32]=1>>[CH2:1]([NH:3][C:4]([NH:6][C:7]1[CH:8]=[CH:9][C:10]([C:13]2[N:14]=[C:15]([N:23]3[CH2:28][CH2:27][O:26][CH2:25][C@@H:24]3[CH3:29])[C:16]3[CH2:22][CH2:21][N:20]([C:33]4[CH:32]=[C:31]([CH3:30])[N:36]=[CH:35][N:34]=4)[CH2:19][C:17]=3[N:18]=2)=[CH:11][CH:12]=1)=[O:5])[CH3:2]. Procedure details: Compound du was prepared according to the procedure described in Example 2 by reacting (S)-1-ethyl-3-(4-(4-(3-methylmorpholino)-5,6,7,8-tetrahydropyrido[3,4-d]pyrimidin-2-yl)phenyl)urea with 6-methyl-4-chloropyrimidin. LC-MS: m/z=+489 (M+H)+.